This data is from the Open Reaction Database (ORD), a public repository of structured organic reaction records. The task is: describe an organic reaction: reactants, conditions, products, and yield Reactants: CC(C)=CC (2-methyl-2-butene), FC1=C2C(=CNC2=CC(=C1C1=CC=C(C=C1)OCCCO)F)C=O (4,6-difluoro-5-[4-(3-hydroxypropoxy)phenyl]-1H-indole-3-carbaldehyde), 1/1, Cl(=O)[O-].[Na+] (sodium chlorite), P(=O)(O)(O)[O-].[Na+] (sodium dihydrogen phosphate). Solvent: C(C)#N.C(C)(C)(C)O (ACN t-butanol), O (water). Reaction conditions: temperature 0 celsius, time 10 hour. Yields the product FC1=C2C(=CNC2=CC(=C1C1=CC=C(C=C1)OCCCO)F)C(=O)O (4,6-difluoro-5-[4-(3-hydroxypropoxy)phenyl]-1H-indole-3-carboxylic acid). Yield: 43.2%. As a reaction SMILES: [F:1][C:2]1[C:10]([C:11]2[CH:16]=[CH:15][C:14]([O:17][CH2:18][CH2:19][CH2:20][OH:21])=[CH:13][CH:12]=2)=[C:9]([F:22])[CH:8]=[C:7]2[C:3]=1[C:4]([CH:23]=[O:24])=[CH:5][NH:6]2.CC(=CC)C.Cl([O-])=[O:31].[Na+].P([O-])(O)(O)=O.[Na+]>C(#N)C.C(O)(C)(C)C.O>[F:1][C:2]1[C:10]([C:11]2[CH:12]=[CH:13][C:14]([O:17][CH2:18][CH2:19][CH2:20][OH:21])=[CH:15][CH:16]=2)=[C:9]([F:22])[CH:8]=[C:7]2[C:3]=1[C:4]([C:23]([OH:31])=[O:24])=[CH:5][NH:6]2 |f:2.3,4.5,6.7|. Reported procedure: To a mixture of 4,6-difluoro-5-[4-(3-hydroxypropoxy)phenyl]-1H-indole-3-carbaldehyde (30 mg, 0.1 mmol) in ACN/t-butanol=1/1(2 mL) was added 2-methyl-2-butene (0.5 mL) and cooled to 0° C. and added the aqueous solution of sodium chlorite (180 mg, 0.5 mL) and sodium dihydrogen phosphate (270 mg, 2 mmol) in water (0.5 mL) dropwise via additional funnel. The reaction was stirred at room temperature for 10 h. The reaction was quenched with sodium sulfite. The mixture was partioned between dichloromet... Starting materials: COCCN1C(C(CC=C[C@H]1C1=CC=CC=C1)N1C(C2=CC=CC=C2C1=O)=O)=O (2-[(7S)-1-(2-methoxyethyl)-2-oxo-7-phenyl-2,3,4,7-tetrahydro-1H-azepin-3-yl]-1H-isoindole-1,3(2H)-dione), O.NN (hydrazine hydrate). Solvent: CCOCC (ether), CO (MeOH). Run at time 8 hour. Yields the product N[C@H]1C(N([C@@H](C=CC1)C1=CC=CC=C1)CCOC)=O ((3R,7S)-3-amino-1-(2-methoxyethyl)-7-phenyl-1,3,4,7-tetrahydro-2H-azepin-2-one), N[C@@H]1C(N([C@@H](C=CC1)C1=CC=CC=C1)CCOC)=O ((3S,7S)-3-amino-1-(2-methoxyethyl)-7-phenyl-1,3,4,7-tetrahydro-2H-azepin-2-one). The yield is 67.0%. As a reaction SMILES: [CH3:1][O:2][CH2:3][CH2:4][N:5]1[C@H:11]([C:12]2[CH:17]=[CH:16][CH:15]=[CH:14][CH:13]=2)[CH:10]=[CH:9][CH2:8][CH:7]([N:18]2C(=O)C3C(=CC=CC=3)C2=O)[C:6]1=[O:29].O.NN>CO.CCOCC>[NH2:18][C@@H:7]1[CH2:8][CH:9]=[CH:10][C@@H:11]([C:12]2[CH:13]=[CH:14][CH:15]=[CH:16][CH:17]=2)[N:5]([CH2:4][CH2:3][O:2][CH3:1])[C:6]1=[O:29].[NH2:18][C@H:7]1[CH2:8][CH:9]=[CH:10][C@@H:11]([C:12]2[CH:13]=[CH:14][CH:15]=[CH:16][CH:17]=2)[N:5]([CH2:4][CH2:3][O:2][CH3:1])[C:6]1=[O:29] |f:1.2|. Procedure details: To 2-[(7S)-1-(2-methoxyethyl)-2-oxo-7-phenyl-2,3,4,7-tetrahydro-1H-azepin-3-yl]-1H-isoindole-1,3(2H)-dione (6c) (420 mg) dissolved in MeOH (10 mL) was added hydrazine hydrate (0.1 mL) and the mixture was stirred overnight at RT. A white precipitate formed in solution. The reaction mixture was diluted with ether and the precipitate was filtered and washed with ether. The etheral filtrate was concentrated and the resulting residue dissolved in DCM. The DCM solution was washed with H2O and brine, d... Starting materials: C(C)(=O)N1CCC2=CC(=CC(=C12)C#N)CC(C)N(C(=O)OC(C)(C)C)CCOC1=C(C=CC=C1)OCC (1-acetyl-5-[2-[N-tert-butoxycarbonyl-2-(2-ethoxyphenoxy)ethylamino]propyl]indoline-7-carbonitrile), [OH-].[Na+] (sodium hydroxide), C(C)(=O)O (acetic acid). The solvent is C(C)O (ethanol). The product is C(C)(C)(C)OC(=O)N(C(CC=1C=C2CCNC2=C(C1)C#N)C)CCOC1=C(C=CC=C1)OCC (5-[2-[N-tert-butoxycarbonyl-2-(2-ethoxyphenoxy)ethylamino]propyl]indoline-7-carbonitrile). The yield is 86.8%. RXN SMILES: C([N:4]1[C:12]2[C:7](=[CH:8][C:9]([CH2:15][CH:16]([N:18]([CH2:26][CH2:27][O:28][C:29]3[CH:34]=[CH:33][CH:32]=[CH:31][C:30]=3[O:35][CH2:36][CH3:37])[C:19]([O:21][C:22]([CH3:25])([CH3:24])[CH3:23])=[O:20])[CH3:17])=[CH:10][C:11]=2[C:13]#[N:14])[CH2:6][CH2:5]1)(=O)C.[OH-].[Na+].C(O)(=O)C>C(O)C>[C:22]([O:21][C:19]([N:18]([CH2:26][CH2:27][O:28][C:29]1[CH:34]=[CH:33][CH:32]=[CH:31][C:30]=1[O:35][CH2:36][CH3:37])[CH:16]([CH3:17])[CH2:15][C:9]1[CH:8]=[C:7]2[C:12](=[C:11]([C:13]#[N:14])[CH:10]=1)[NH:4][CH2:5][CH2:6]2)=[O:20])([CH3:25])([CH3:23])[CH3:24] |f:1.2|. Reported procedure: To a solution of 1-acetyl-5-[2-[N-tert-butoxycarbonyl-2-(2-ethoxyphenoxy)ethylamino]propyl]indoline-7-carbonitrile (167 mg) in ethanol (2.2 ml) was added a 5N-sodium hydroxide solution (1.1 ml), and the mixture was reacted at room temperature for 2.5 hours. The reaction mixture was neutralized by adding acetic acid, and extracted with methylene chloride. The extract was washed with water and a saturated aqueous sodium bicarbonate solution, dried over anhydrous magnesium sulfate. The solvent was ... The reactants are Nc1cc(Br)c(C(=O)N2CCN(Cc3ccc(C(O)(C(F)(F)F)C(F)(F)F)cc3)CC2)cc1F, C1COCCO1, O=C(Nc1ccncc1)Oc1ccccc1. Reaction SMILES: [NH2:1][c:2]1[cH:3][c:4]([Br:34])[c:5]([C:9](=[O:10])[N:11]2[CH2:12][CH2:13][N:14]([CH2:17][c:18]3[cH:19][cH:20][c:21]([C:24]([C:25]([F:26])([F:27])[F:28])([C:29]([F:30])([F:31])[F:32])[OH:33])[cH:22][cH:23]3)[CH2:15][CH2:16]2)[cH:6][c:7]1[F:8].[O:51]1[CH2:52][CH2:53][O:54][CH2:55][CH2:56]1.[n:35]1[cH:36][cH:37][c:38]([NH:41][C:42]([O:43][c:45]2[cH:46][cH:47][cH:48][cH:49][cH:50]2)=[O:44])[cH:39][cH:40]1>>[NH:1]([c:2]1[cH:3][c:4]([Br:34])[c:5]([C:9](=[O:10])[N:11]2[CH2:12][CH2:13][N:14]([CH2:17][c:18]3[cH:19][cH:20][c:21]([C:24]([C:25]([F:26])([F:27])[F:28])([C:29]([F:30])([F:31])[F:32])[OH:33])[cH:22][cH:23]3)[CH2:15][CH2:16]2)[cH:6][c:7]1[F:8])[C:42]([NH:41][c:38]1[cH:37][cH:36][n:35][cH:40][cH:39]1)=[O:43]. Yields the product O=C(Nc1ccncc1)Nc1cc(Br)c(C(=O)N2CCN(Cc3ccc(C(O)(C(F)(F)F)C(F)(F)F)cc3)CC2)cc1F. The reactants are ClC1=CC=2N(C=C1)C(=CN2)C2=CC=C(C=C2)N (4-(7-chloro-imidazo[1,2-a]pyridin-3-yl)-phenylamine), N1=CC(=CC=C1)B(O)O (pyridine-3-boronic acid), P(=O)([O-])([O-])[O-].[K+].[K+].[K+] (potassium phosphate), C1(CCCCC1)P(C1=C(C=CC=C1)C1=C(C=CC=C1OC)OC)C1CCCCC1 (2-dicyclohexylphosphino-2′,6′-dimethoxy-1,1′-biphenyl), COC=1C=CC=C(C1C=2C=CC=CC2P(C3CCCCC3)C4CCCCC4)OC (S-Phos). The reagents and catalysts are C(C)(=O)[O-].[Pd+2].C(C)(=O)[O-] (palladium (II) acetate). The solvent is O (water), O1CCOCC1 (1,4-dioxane). Product: N1=CC(=CC=C1)C1=CC=2N(C=C1)C(=CN2)C2=CC=C(C=C2)N (4-(7-Pyridin-3-yl-imidazo[1,2-a]pyridin-3-yl)-phenylamine). Isolated yield 64.9%. Reaction SMILES: Cl[C:2]1[CH:7]=[CH:6][N:5]2[C:8]([C:11]3[CH:16]=[CH:15][C:14]([NH2:17])=[CH:13][CH:12]=3)=[CH:9][N:10]=[C:4]2[CH:3]=1.[N:18]1[CH:23]=[CH:22][CH:21]=[C:20](B(O)O)[CH:19]=1.P([O-])([O-])([O-])=O.[K+].[K+].[K+].C1(P(C2CCCCC2)C2C=CC=CC=2C2C(OC)=CC=CC=2OC)CCCCC1>C([O-])(=O)C.[Pd+2].C([O-])(=O)C.O.O1CCOCC1>[N:18]1[CH:23]=[CH:22][CH:21]=[C:20]([C:2]2[CH:7]=[CH:6][N:5]3[C:8]([C:11]4[CH:16]=[CH:15][C:14]([NH2:17])=[CH:13][CH:12]=4)=[CH:9][N:10]=[C:4]3[CH:3]=2)[CH:19]=1 |f:2.3.4.5,7.8.9|. Reported procedure: To a round bottomed flask add 4-(7-chloro-imidazo[1,2-a]pyridin-3-yl)-phenylamine (0.5 g, 2.1 mmol), pyridine-3-boronic acid (0.38 g, 1.5 equiv.), potassium phosphate (0.87 g, 2 equiv.), 2-dicyclohexylphosphino-2′,6′-dimethoxy-1,1′-biphenyl (also called S-Phos, 0.105 g, 0.125 equiv.), 1,4-dioxane (10 mL), and water (5 mL). Deoxygenate this mixture thoroughly with N2 then add palladium (II) acetate (23 mg, 0.05 equiv.) and reflux the reaction overnight. Concentrate the reaction to dryness and slu... The reactants are CS(=O)(=O)Cl, O, OCC1CN(C(c2ccccc2)c2ccccc2)C1, c1ccncc1. The product is CS(=O)(=O)OCC1CN(C(c2ccccc2)c2ccccc2)C1. As a reaction SMILES: [CH3:20][S:21]([Cl:22])(=[O:23])=[O:24].[OH2:31].[c:1]1([CH:7]([N:8]2[CH2:9][CH:10]([CH2:12][OH:13])[CH2:11]2)[c:14]2[cH:15][cH:16][cH:17][cH:18][cH:19]2)[cH:2][cH:3][cH:4][cH:5][cH:6]1.[cH:25]1[cH:26][cH:27][n:28][cH:29][cH:30]1>>[c:1]1([CH:7]([N:8]2[CH2:9][CH:10]([CH2:12][O:13][S:21]([CH3:20])(=[O:23])=[O:24])[CH2:11]2)[c:14]2[cH:15][cH:16][cH:17][cH:18][cH:19]2)[cH:2][cH:3][cH:4][cH:5][cH:6]1. Starting materials: [Na] (sodium), C(C)OC(=O)C1=C(NC(=C(C1C1=CC=C(C=C1)O)C(=O)OCC)C)C (2,6-dimethyl-4-(4-hydroxyphenyl)-1,4-dihydropyridine-3,5-dicarboxylic acid diethyl ester), C(C)OC(C(C)(C)Br)=O (α-bromo-isobutyric acid ethyl ester). The solvent is alcohol, O (water). Run at time 8 hour. The product is C(C)OC(=O)C1=C(NC(=C(C1C1=CC=C(C=C1)OC(C)(C)C(=O)OCC)C(=O)OCC)C)C (2,6-Dimethyl-4-[4-(2-ethoxycarbonylprop-2-oxy)phenyl]-1,4-dihydropyridine-3,5-dicarboxylic acid diethyl ester). As a reaction SMILES: [Na].[CH2:2]([O:4][C:5]([C:7]1[CH:12]([C:13]2[CH:18]=[CH:17][C:16]([OH:19])=[CH:15][CH:14]=2)[C:11]([C:20]([O:22][CH2:23][CH3:24])=[O:21])=[C:10]([CH3:25])[NH:9][C:8]=1[CH3:26])=[O:6])[CH3:3].[CH2:27]([O:29][C:30](=[O:35])[C:31](Br)([CH3:33])[CH3:32])[CH3:28]>O>[CH2:2]([O:4][C:5]([C:7]1[CH:12]([C:13]2[CH:14]=[CH:15][C:16]([O:19][C:31]([C:30]([O:29][CH2:27][CH3:28])=[O:35])([CH3:33])[CH3:32])=[CH:17][CH:18]=2)[C:11]([C:20]([O:22][CH2:23][CH3:24])=[O:21])=[C:10]([CH3:25])[NH:9][C:8]=1[CH3:26])=[O:6])[CH3:3] |^1:0|. Procedure: A solution of 2.3 g of sodium in 120 ml of alcohol is treated with 34.5 g of 2,6-dimethyl-4-(4-hydroxyphenyl)-1,4-dihydropyridine-3,5-dicarboxylic acid diethyl ester and with 21.5 g of α-bromo-isobutyric acid ethyl ester added from a dropping funnel. The mixture is boiled overnight, added to water and extracted with ether. White crystals of melting point 215°C (benzene) are obtained from the evaporation residue.